Dataset: the Open Reaction Database (ORD), a public repository of structured organic reaction records. Task: describe an organic reaction: reactants, conditions, products, and yield Reactants: N1CCCC1 (pyrrolidine), C1(CC1)NC(=O)N1C=CC2=CC(=CC=C12)OC1=CC(=NC=C1)NC(OC1=CC=CC=C1)=O (phenyl N-(4-(1-cyclopropylaminocarbonyl-1H-5-indolyl)oxy-2-pyridyl)carbamate), C1(CC1)NC(=O)N1C=CC2=CC(=CC=C12)OC1=CC(=NC=C1)NC(=O)N1CCC(CC1)N1CCCC1 (N1-Cyclopropyl-5-(2-(((4-(pyrrolidin-1-yl)piperidin-1-yl)carbonyl)amino)pyridin-4-yloxy)-1H-1-indolecarboxamide). The solvent is CN(C=O)C (N,N-Dimethylformamide). Reaction conditions: time 8 hour. Yields the product C1(CC1)NC(=O)N1C=CC2=CC(=CC=C12)OC1=CC(=NC=C1)NC(=O)N1CCCC1 (N1-Cyclopropyl-5-(2-((pyrrolidin-1-ylcarbonyl)amino)-4-pyridyl)oxy-1H-1-indolecarboxamide). Reaction SMILES: N1CCCC1.C1(NC(N2C3C(=CC(OC4C=CN=C(NC(=O)OC5C=CC=CC=5)C=4)=CC=3)C=C2)=O)CC1.[CH:38]1([NH:41][C:42]([N:44]2[C:52]3[C:47](=[CH:48][C:49]([O:53][C:54]4[CH:59]=[CH:58][N:57]=[C:56]([NH:60][C:61]([N:63]5[CH2:68][CH2:67][CH:66](N6CCCC6)[CH2:65]C5)=[O:62])[CH:55]=4)=[CH:50][CH:51]=3)[CH:46]=[CH:45]2)=[O:43])[CH2:40][CH2:39]1>CN(C)C=O>[CH:38]1([NH:41][C:42]([N:44]2[C:52]3[C:47](=[CH:48][C:49]([O:53][C:54]4[CH:59]=[CH:58][N:57]=[C:56]([NH:60][C:61]([N:63]5[CH2:68][CH2:67][CH2:66][CH2:65]5)=[O:62])[CH:55]=4)=[CH:50][CH:51]=3)[CH:46]=[CH:45]2)=[O:43])[CH2:40][CH2:39]1. Procedure details: N,N-Dimethylformamide (5 ml) and pyrrolidine (0.35 ml, 4.2 mmol) were added to a mixture (470 mg) of phenyl N-(4-(1-cyclopropylaminocarbonyl-1H-5-indolyl)oxy-2-pyridyl)carbamate and phenyl N-(4-(1-cyclopropylaminocarbonyl-1H-5-indolyl)oxy-2-pyridyl)-N-(phenoxycarbonyl)carbamate obtained in Example 68; the reaction mixture was stirred overnight; the reaction mixture was partitioned between ethyl acetate and water; and the organic layer was concentrated to yield the title compound as white crystal... The reactants are CCO, CCOC(=O)c1cc(Cc2cc(F)ccc2F)on1, [Na+], [OH-]. Yields the product O=C(O)c1cc(Cc2cc(F)ccc2F)on1. RXN SMILES: [CH3:22][CH2:23][OH:24].[F:3][c:4]1[c:5]([CH2:6][c:7]2[cH:8][c:9]([C:12](=[O:13])[O:14][CH2:15][CH3:16])[n:10][o:11]2)[cH:17][c:18]([F:21])[cH:19][cH:20]1.[Na+:2].[OH-:1]>>[F:3][c:4]1[c:5]([CH2:6][c:7]2[cH:8][c:9]([C:12](=[O:13])[OH:14])[n:10][o:11]2)[cH:17][c:18]([F:21])[cH:19][cH:20]1. Yield: 59.9%. The product is CC1=CC=CC(=C1CCl)NC(=O)N (6-methyl-2-ureidobenzyl chloride). Reaction conditions: time 2 hour. Reactants: CC1=CC=CC(=C1CO)NC(=O)N (6-methyl-2-ureidobenzyl alcohol), S(=O)(Cl)Cl (thionyl chloride). Reaction SMILES: [CH3:1][C:2]1[C:7]([CH2:8]O)=[C:6]([NH:10][C:11]([NH2:13])=[O:12])[CH:5]=[CH:4][CH:3]=1.S(Cl)([Cl:16])=O>C(Cl)Cl>[CH3:1][C:2]1[C:7]([CH2:8][Cl:16])=[C:6]([NH:10][C:11]([NH2:13])=[O:12])[CH:5]=[CH:4][CH:3]=1. Run in C(Cl)Cl (methylene chloride). Procedure: A mixture of 6-methyl-2-ureidobenzyl alcohol (1 g) and thionyl chloride (0.66 g) in methylene chloride (20 ml) was stirred for 2 hours at room temperature and evaporated in vacuo. The residue was washed with water and dried in a desiccator to give 6-methyl-2-ureidobenzyl chloride (0.66 g). Reactants: C(CCCCCCCCCCCCCCC)(=O)O (palmitic acid), C(CCCCCCCCCCCCCCCCC)O (1-octadecanol), O (water). Reagents/catalysts: C=1(C(=CC=CC1)S(=O)(=O)O)C (toluenesulfonic acid). Solvent: C1(=CC(=CC=C1)C)C (m-xylene). Yields the product C(CCCCCCCCCCCCCCC)(=O)OCCCCCCCCCCCCCCCCCC (Stearyl Palmitate). Yield: 129.3%. RXN SMILES: [C:1]([OH:18])(=[O:17])[CH2:2][CH2:3][CH2:4][CH2:5][CH2:6][CH2:7][CH2:8][CH2:9][CH2:10][CH2:11][CH2:12][CH2:13][CH2:14][CH2:15][CH3:16].[CH2:19](O)[CH2:20][CH2:21][CH2:22][CH2:23][CH2:24][CH2:25][CH2:26][CH2:27][CH2:28][CH2:29][CH2:30][CH2:31][CH2:32][CH2:33][CH2:34][CH2:35][CH3:36].O>C1(C)C=CC=C(C)C=1.C1(C)C(S(O)(=O)=O)=CC=CC=1>[C:1]([O:18][CH2:36][CH2:35][CH2:34][CH2:33][CH2:32][CH2:31][CH2:30][CH2:29][CH2:28][CH2:27][CH2:26][CH2:25][CH2:24][CH2:23][CH2:22][CH2:21][CH2:20][CH3:19])(=[O:17])[CH2:2][CH2:3][CH2:4][CH2:5][CH2:6][CH2:7][CH2:8][CH2:9][CH2:10][CH2:11][CH2:12][CH2:13][CH2:14][CH2:15][CH3:16]. Procedure details: 128 grams (0.5 mole) of purified palmitic acid (melting point 63° C.) and 203 grams (0.75 mole) of 1-octadecanol were added to 11 grams of toluenesulfonic acid in 130 ml of m-xylene and charged into a Dean-Stark equipped 1-liter round bottom flask. After 6 hours of reflux under nitrogen at a pot temperature of 190° C., 13 ml of water was collected. The solvent and any excess alcohol were stripped under 29 inches of mercury vacuum at 130° C. to give 329 grams of a solid having a melting point of ...